This data is from the Open Reaction Database (ORD), a public repository of structured organic reaction records. The task is: describe an organic reaction: reactants, conditions, products, and yield Starting materials: Cl (hydrochloric acid), CC1(CCC(C=2SC=CC21)(C)C)C (4,5,6,7-tetrahydro-4,4,7,7-tetramethylbenzo[b]thiophene), C(C)(=O)Cl (acetyl chloride), [Sn](Cl)(Cl)(Cl)Cl (tin tetrachloride). Solvent: O (water), C1=CC=CC=C1 (benzene). Conditions: temperature 0 celsius, time 2.5 hour. Yields the product C(C)(=O)C1=CC2=C(S1)C(CCC2(C)C)(C)C (2-acetyl-4,5,6,7-tetrahydro-4,4,7,7-tetramethylbenzo[b]thiophene). Yield: 98.0%. RXN SMILES: [CH3:1][C:2]1([CH3:13])[C:10]2[CH:9]=[CH:8][S:7][C:6]=2[C:5]([CH3:12])([CH3:11])[CH2:4][CH2:3]1.[C:14](Cl)(=[O:16])[CH3:15].[Sn](Cl)(Cl)(Cl)Cl.Cl>C1C=CC=CC=1.O>[C:14]([C:8]1[S:7][C:6]2[C:5]([CH3:12])([CH3:11])[CH2:4][CH2:3][C:2]([CH3:13])([CH3:1])[C:10]=2[CH:9]=1)(=[O:16])[CH3:15]. Procedure: 18.2 g of 4,5,6,7-tetrahydro-4,4,7,7-tetramethylbenzo[b]thiophene and 7.4 g of acetyl chloride are dissolved in 200 ml of benzene and the solution is cooled to 0° C. At this temperature there are slowly added dropwise thereto 24.4 g of tin tetrachloride. After stirring at room temperature for 2.5 hours, the mixture is again cooled to 0° C. and a mixture of 9.3 ml of concentrated hydrochloric acid and 36.4 ml of water is added dropwise thereto. The mixture is extracted with ether, the organic pha... The reactants are [Si](C)(C)(C(C)(C)C)OC(CCCCCCC1=CC=CC=C1)C=1OC(=CN1)C=1C=C(C#N)C=CC1 (3-(2-(1-(tert-Butyldimethylsilyloxy)-7-phenylheptyl)oxazol-5-yl)benzonitrile), [Si](C)(C)(C(C)(C)C)OC(CCCCCCC1=CC=CC=C1)C=1OC(=CN1)[Sn](CCCC)(CCCC)CCCC (2-(1-(tert-butyldimethylsilyloxy)-7-phenylheptyl)-5-(tributylstannyl)oxazole), BrC=1C=C(C#N)C=CC1 (3-bromobenzonitrile). The product is EtOAc hexanes, C1(=CC=CC=C1)CCCCCCC(=O)C=1OC(=CN1)C=1C=C(C#N)C=CC1 (3-(2-(7-Phenylheptanoyl)oxazol-5-yl)benzonitrile). Isolated yield 72.0%. RXN SMILES: [Si]([O:8][CH:9]([C:22]1[O:23][C:24]([C:27]2[CH:28]=[C:29]([CH:32]=[CH:33][CH:34]=2)[C:30]#[N:31])=[CH:25][N:26]=1)[CH2:10][CH2:11][CH2:12][CH2:13][CH2:14][CH2:15][C:16]1[CH:21]=[CH:20][CH:19]=[CH:18][CH:17]=1)(C(C)(C)C)(C)C.[Si](OC(C1OC([Sn](CCCC)(CCCC)CCCC)=CN=1)CCCCCCC1C=CC=CC=1)(C(C)(C)C)(C)C.BrC1C=C(C=CC=1)C#N>>[C:16]1([CH2:15][CH2:14][CH2:13][CH2:12][CH2:11][CH2:10][C:9]([C:22]2[O:23][C:24]([C:27]3[CH:28]=[C:29]([CH:32]=[CH:33][CH:34]=3)[C:30]#[N:31])=[CH:25][N:26]=2)=[O:8])[CH:21]=[CH:20][CH:19]=[CH:18][CH:17]=1. Procedure: 3-(2-(1-(tert-Butyldimethylsilyloxy)-7-phenylheptyl)oxazol-5-yl)benzonitrile. The title compound was prepared from 2-(1-(tert-butyldimethylsilyloxy)-7-phenylheptyl)-5-(tributylstannyl)oxazole (60 mg, 0.091 mmol) and 3-bromobenzonitrile following General Procedure A. Flash chromatography (2-5% EtOAc/hexanes) yielded the title compound as a clear oil (31 mg, 72%): 1H NMR (CDCl3, 600 MHz) δ 7.91 (s, 1H), 7.84 (d, 1H, J=7.8 Hz), 7.59 (d, 1H, J=7.8 Hz), 7.53 (t, 1H, J=7.8 Hz), 7.36 (s, 1H), 7.27-7.24... The reactants are CN1C=NC=C1 (N-Methylimidazole), ICCC[Si](OC)(OC)OC (3-iodopropyltrimethoxysilane). Run at temperature 114 celsius. Product: [I-].C[N+]1=CN(C=C1)CCC[Si](OC)(OC)OC (N-Methyl-N′-(3-trimethoxysilylpropyl)imidazolium Iodide). RXN SMILES: [CH3:1][N:2]1[CH:6]=[CH:5][N:4]=[CH:3]1.[I:7][CH2:8][CH2:9][CH2:10][Si:11]([O:16][CH3:17])([O:14][CH3:15])[O:12][CH3:13]>>[I-:7].[CH3:1][N+:2]1[CH:6]=[CH:5][N:4]([CH2:8][CH2:9][CH2:10][Si:11]([O:16][CH3:17])([O:14][CH3:15])[O:12][CH3:13])[CH:3]=1 |f:2.3|. Reported procedure: N-Methylimidazole (156.8 g; 1.91 mol) and 3-iodopropyltrimethoxysilane (569.8 g; 1.96 mol) were charged to a 1 L, 3-necked flask to form a reaction mixture. The reaction mixture was heated to 114° C. for eight hours during which time the color of the mixture changed from pale yellow to green and then to black. The crude reaction product was washed twice with 80 mL of toluene (2×40 mL). The resulting black oily liquid of N-methyl-N′-(3-trimethoxysilylpropyl) imidazolium iodide was dissolved in 28... The reactants are C(=O)N1CCOCC1 (N-formylmorpholine), Cl (hydrochloric acid), FC1=CC=C(C2=C1COCO2)OC (5-fluoro-8-methoxy-4H-benzo[1,3]dioxine), CN(C)CCN(C)CCN(C)C (N,N,N′,N′,N″-pentamethyldiethylenetriamine), C(CCC)[Li] (n-butyllithium). Run in C1CCOC1 (THF). Run at temperature -74 celsius, time 1 hour. The product is FC1=C(C=C(C2=C1COCO2)OC)C=O (5-fluoro-8-methoxy-4H-benzo[1,3]dioxine-6-carbaldehyde). Reaction SMILES: [F:1][C:2]1[C:7]2[CH2:8][O:9][CH2:10][O:11][C:6]=2[C:5]([O:12][CH3:13])=[CH:4][CH:3]=1.CN(CCN(CCN(C)C)C)C.C([Li])CCC.[CH:31](N1CCOCC1)=[O:32].Cl>C1COCC1>[F:1][C:2]1[C:7]2[CH2:8][O:9][CH2:10][O:11][C:6]=2[C:5]([O:12][CH3:13])=[CH:4][C:3]=1[CH:31]=[O:32]. Reported procedure: To a solution of the 1.086 g of 5-fluoro-8-methoxy-4H-benzo[1,3]dioxine and 1.28 ml of N,N,N′,N′,N″-pentamethyldiethylenetriamine in 10 ml of THF there was added dropwise 2.4 ml of n-butyllithium (2.55 M, hexane solution) at −74° C. The mixture was stirred at −74° C. for 1 hour, and then 0.7 ml of N-formylmorpholine was added. After stirring at room temperature for 1 hour, 1N hydrochloric acid was added thereto while cooling on ice, and the mixture was extracted with ethyl acetate and dried over... The reactants are Cc1cccc(CBr)n1 (MePyridyl), CC(C)(C)OC(=O)N1CCN(CC1)c2ccc(NC(=O)c3oc(cc3)c4ccc(cc4)C#N)cc2 (p-CN Core). Reagents/catalysts: O=S(=O)(O)O (H2SO4), CCN=P(N=P(N(C)C)(N(C)C)N(C)C)(N(C)C)N(C)C (P2-Et). Run in COCCOCCOC (diglyme), CN(C)C=O (DMF), CN(C)C=O (DMF), CN(C)C=O (DMF). Conditions: temperature 23 celsius, time 20 hour. Yields the product Cc1cccc(CN(C(=O)c2oc(cc2)c3ccc(cc3)C#N)c4ccc(cc4)N5CCNCC5)n1 (MK2_Alk_20), CC(C)(C)OC(=O)N1CCN(CC1)c2ccc(NC(=O)c3oc(cc3)c4ccc(cc4)C#N)cc2 (p-CN Core), CC(C)(C)OC(=O)N1CCN(CC1)c2ccc(NC(=O)c3oc(cc3)c4ccc(cc4)C#N)cc2 (MK2_Core_CN). Isolated yield 29.0%. As a reaction SMILES: [Cl:1][C:2]1[CH:7]=[CH:6][CH:5]=[CH:4][C:3]=1[CH2:8][CH2:9][NH2:10].[C:11](OC(=O)C)(=[O:13])[CH3:12]>>[Cl:1][C:2]1[CH:7]=[CH:6][CH:5]=[CH:4][C:3]=1[CH2:8][CH2:9][NH:10][C:11](=[O:13])[CH3:12]. Product: ClC1=C(C=CC=C1)CCNC(C)=O (N-[2-(2-Chloro-phenyl)-ethyl]-acetamide). Reactants: ClC1=C(C=CC=C1)CCN (2-(2-chloro-phenyl)-ethylamine), C(C)(=O)OC(C)=O (acetic anhydride). Procedure: In close analogy to the procedure described above, 2-(2-chloro-phenyl)-ethylamine is reacted with acetic anhydride to provide the title compound.